From a dataset of the Open Reaction Database (ORD), a public repository of structured organic reaction records. describe an organic reaction: reactants, conditions, products, and yield Reactants: CC1([C@@H](NCS1)C(=O)N)C ((4S)-5,5-dimethyl-1,3-thiazolidine-4-carboxylic acid amide), CC1([C@@H](NCS1)C(=O)N)C ((4S)-5,5-dimethyl-1,3-thiazolidine-4-carboxylic acid amide), [OH-].[Na+] (sodium hydroxide), CC1(C(NCS1)C(=O)N)C (5,5-dimethyl-1,3-thiazolidine-4-carboxylic acid amide). The solvent is C(C(C)C)O (i-butyl alcohol). Reaction conditions: temperature 110 celsius, time 2 hour. The product is CC1([C@@H](NCS1)C(=O)O)C ((4S)-5,5-dimethyl-1,3-thiazolidine-4-carboxylic Acid). RXN SMILES: [CH3:1][C:2]1([CH3:10])[S:6][CH2:5][NH:4][C@H:3]1[C:7](N)=[O:8].[OH-].[Na+].CC1(C)SCNC1C(N)=[O:20]>C(O)C(C)C>[CH3:1][C:2]1([CH3:10])[S:6][CH2:5][NH:4][C@H:3]1[C:7]([OH:20])=[O:8] |f:1.2|. Procedure: Optically active (4S)-5,5-dimethyl-1,3-thiazolidine-4-carboxylic acid amide (5.0 g, 31.3 mmol), sodium hydroxide (0.25 g, 11.2 mmol) and i-butyl alcohol (50 ml) were placed in a 200-ml three-necked flask attached with a stirrer, thermometer and reflux condenser and stirred at 110° C. for 2 hours. After completion of the reaction, the reaction mixture was analyzed by liquid chromatography. As a result, it was found that the residual ratio of the 5,5-dimethyl-1,3-thiazolidine-4-carboxylic acid ami... Reactants: CC(C)(C)OC(=O)N(C(=O)OC(C)(C)C)C1CC(n2cnc3c(Cl)nc(Cl)nc32)C(O)C1O, O=C(O)C(F)(F)F, Nc1nc(Cl)nc2c1ncn2C1CC(N)C(O)C1O. Yields the product O=C(O)C(F)(F)F, NC1CC(n2cnc3c(Cl)nc(Cl)nc32)C(O)C1O. Reaction SMILES: [C:1]([N:8]([C:2]([O:3][C:4]([CH3:5])([CH3:6])[CH3:7])=[O:27])[CH:9]1[CH:10]([OH:26])[CH:11]([OH:25])[CH:12]([n:14]2[c:15]3[n:16][c:17]([Cl:24])[n:18][c:19]([Cl:23])[c:20]3[n:21][cH:22]2)[CH2:13]1)([O:28][C:29]([CH3:30])([CH3:31])[CH3:32])=[O:33].[F:34][C:35]([C:36](=[O:37])[OH:38])([F:39])[F:40].[NH2:41][CH:42]1[CH2:43][CH:44]([n:45]2[cH:46][n:47][c:48]3[c:49]2[n:50][c:51]([Cl:52])[n:53][c:54]3[NH2:55])[CH:56]([OH:57])[CH:58]1[OH:59]>>[F:34][C:35]([C:36](=[O:37])[OH:38])([F:39])[F:40].[NH2:8][CH:9]1[CH:10]([OH:26])[CH:11]([OH:25])[CH:12]([n:14]2[c:15]3[n:16][c:17]([Cl:24])[n:18][c:19]([Cl:23])[c:20]3[n:21][cH:22]2)[CH2:13]1. Reactants: COC(=O)c1ccc(CCC(C=Cc2ccccc2O)CCCCC#N)cc1, CC(C)(C)c1ccc(CBr)cc1, O=C([O-])[O-], CC#N, [K+], [K+]. Yields the product COC(=O)c1ccc(CCC(C=Cc2ccccc2OCc2ccc(C(C)(C)C)cc2)CCCCC#N)cc1. Reaction SMILES: [C:1](#[N:2])[CH2:3][CH2:4][CH2:5][CH2:6][CH:7]([CH2:8][CH2:9][c:10]1[cH:11][cH:12][c:13]([C:14](=[O:15])[O:16][CH3:17])[cH:18][cH:19]1)[CH:20]=[CH:21][c:22]1[c:23]([OH:28])[cH:24][cH:25][cH:26][cH:27]1.[C:29]([CH3:30])([CH3:31])([CH3:32])[c:33]1[cH:34][cH:35][c:36]([CH2:37][Br:38])[cH:39][cH:40]1.[C:41](=[O:42])([O-:43])[O-:44].[CH3:47][C:48]#[N:49].[K+:45].[K+:46]>>[C:1](#[N:2])[CH2:3][CH2:4][CH2:5][CH2:6][CH:7]([CH2:8][CH2:9][c:10]1[cH:11][cH:12][c:13]([C:14](=[O:15])[O:16][CH3:17])[cH:18][cH:19]1)[CH:20]=[CH:21][c:22]1[c:23]([O:28][CH2:37][c:36]2[cH:35][cH:34][c:33]([C:29]([CH3:30])([CH3:31])[CH3:32])[cH:40][cH:39]2)[cH:24][cH:25][cH:26][cH:27]1.